The task is: describe an organic reaction: reactants, conditions, products, and yield. This data is from the Open Reaction Database (ORD), a public repository of structured organic reaction records. The reactants are O (water), ClC=1C=C(C(C(=O)OCC)=CC1)O (ethyl 4-chlorosalicylate), C([O-])([O-])=O.[K+].[K+] (potassium carbonate), ClC(C(=O)OC)C (methyl 2-chloropropionate). Solvent: CN(C=O)C (N,N-dimethylformamide). Conditions: time 8 hour. The product is ClC1=CC(=C(C(=O)OCC)C=C1)OC(C)C(=O)OC (ethyl 4-chloro-2-(1(methoxycarbonyl)ethoxy)benzoate). Yield: 62.2%. RXN SMILES: [Cl:1][C:2]1[CH:3]=[C:4]([OH:13])[C:5](=[CH:11][CH:12]=1)[C:6]([O:8][CH2:9][CH3:10])=[O:7].C(=O)([O-])[O-].[K+].[K+].Cl[CH:21]([CH3:26])[C:22]([O:24][CH3:25])=[O:23].O>CN(C)C=O>[Cl:1][C:2]1[CH:12]=[CH:11][C:5]([C:6]([O:8][CH2:9][CH3:10])=[O:7])=[C:4]([O:13][CH:21]([C:22]([O:24][CH3:25])=[O:23])[CH3:26])[CH:3]=1 |f:1.2.3|. Procedure details: To a solution of ethyl 4-chlorosalicylate (9.45 g) and potassium carbonate (10.3 g) in N,N-dimethylformamide (100 ml) was added methyl 2-chloropropionate (6.9 g), followed by stirring overnight at room temperature. The reaction mixture was poured into water (200 ml) and extracted with ether (200 ml×2). The extract was dried over anhydrous magnesium sulfate and concentrated under reduced pressure. The resulting residue was subjected to chromatography on silica gel to give ethyl 4-chloro-2-(1(meth... The reactants are C1(=CC=CC=C1)CCCCC=CC(=O)OC(C)(C)C (t-butyl 7-phenylhept-2-enoate), C1(=CC=CC=C1)S (thiophenol), [Li]CCCC (n-BuLi). Run in C1CCOC1 (THF). Reaction conditions: temperature 20 celsius, time 3 hour. Product: C1(=CC=CC=C1)CCCCC(CC(=O)OC(C)(C)C)SC1=CC=CC=C1 (t-butyl 7-phenyl-3-phenylsulfanylheptanoate). RXN SMILES: [C:1]1([CH2:7][CH2:8][CH2:9][CH2:10][CH:11]=[CH:12][C:13]([O:15][C:16]([CH3:19])([CH3:18])[CH3:17])=[O:14])[CH:6]=[CH:5][CH:4]=[CH:3][CH:2]=1.[C:20]1([SH:26])[CH:25]=[CH:24][CH:23]=[CH:22][CH:21]=1.[Li]CCCC>C1COCC1>[C:1]1([CH2:7][CH2:8][CH2:9][CH2:10][CH:11]([S:26][C:20]2[CH:25]=[CH:24][CH:23]=[CH:22][CH:21]=2)[CH2:12][C:13]([O:15][C:16]([CH3:19])([CH3:18])[CH3:17])=[O:14])[CH:6]=[CH:5][CH:4]=[CH:3][CH:2]=1. Reported procedure: t-butyl 7-phenylhept-2-enoate (2 g; 7.7 mmol) and thiophenol (1.2 g; 11 mmol) are dissolved in THF (25 mL) and cooled to 0° C. n-BuLi (2.5 M in hexane; 0.3 mL; 0.7 mmol) is added dropwise and the reaction is allowed to warm and stir at 20° C. for 3 hours. The reaction is concentrated in vacuo and purified by column chromatography using 5% Et2O/petroleum ether to obtain t-butyl 7-phenyl-3-phenylsulfanylheptanoate. Product: ClC1=NN=C(C2=CC=CC=C12)C=1SC=C(C1)C (1-chloro-4-(4-methyl-2-thienyl)phthalazine). Solvent: ClC(C)Cl (dichloroethane). Procedure: 200 mg of 4-(4-methyl-2-thienyl)phthalazinone and 2 ml of phosphorus oxychloride were dissolved in 4 ml of dichloroethane, and the solution was stirred at 100° C. for 4 hours. The reaction solution was distilled off, and a 1-N aqueous NaOH solution was added thereto under cooling with ice. The solution was extracted with chloroform, dried and concentrated to obtain 206 mg of 1-chloro-4-(4-methyl-2-thienyl)phthalazine. RXN SMILES: [CH3:1][C:2]1[CH:3]=[C:4]([C:7]2[C:16]3[C:11](=[CH:12][CH:13]=[CH:14][CH:15]=3)[C:10](=O)[NH:9][N:8]=2)[S:5][CH:6]=1.P(Cl)(Cl)([Cl:20])=O>ClC(Cl)C>[Cl:20][C:10]1[C:11]2[C:16](=[CH:15][CH:14]=[CH:13][CH:12]=2)[C:7]([C:4]2[S:5][CH:6]=[C:2]([CH3:1])[CH:3]=2)=[N:8][N:9]=1. Run at temperature 100 celsius, time 4 hour. The reactants are CC=1C=C(SC1)C1=NNC(C2=CC=CC=C12)=O (4-(4-methyl-2-thienyl)phthalazinone), P(=O)(Cl)(Cl)Cl (phosphorus oxychloride). The reactants are CCO, CCOc1cc([N+](=O)[O-])ccc1C(=O)Nc1c[nH]nc1-c1nc2cc(OC)c(OC)cc2[nH]1. The product is CCOc1cc(N)ccc1C(=O)Nc1c[nH]nc1-c1nc2cc(OC)c(OC)cc2[nH]1. As a reaction SMILES: [CH3:34][CH2:35][OH:36].[N+:1]([O-:2])(=[O:3])[c:4]1[cH:5][c:6]([O:31][CH2:32][CH3:33])[c:7]([C:8](=[O:9])[NH:10][c:11]2[c:12](-[c:16]3[n:17][c:18]4[c:19]([nH:20]3)[cH:21][c:22]([O:27][CH3:28])[c:23]([O:25][CH3:26])[cH:24]4)[n:13][nH:14][cH:15]2)[cH:29][cH:30]1>>[NH2:1][c:4]1[cH:5][c:6]([O:31][CH2:32][CH3:33])[c:7]([C:8](=[O:9])[NH:10][c:11]2[c:12](-[c:16]3[n:17][c:18]4[c:19]([nH:20]3)[cH:21][c:22]([O:27][CH3:28])[c:23]([O:25][CH3:26])[cH:24]4)[n:13][nH:14][cH:15]2)[cH:29][cH:30]1. The reactants are C(#N)[C@@H]1C[C@H](C1)NC(OC(C)(C)C)=O (tert-Butyl (trans-3-cyanocyclobutyl)carbamate), C(=O)(C(F)(F)F)O (TFA). The solvent is C(Cl)Cl (DCM). Yields the product FC(C(=O)O)(F)F.N[C@@H]1C[C@H](C1)C#N (trans-3-aminocyclobutanecarbonitrile trifluoroacetate salt). Reaction SMILES: [C:1]([C@H:3]1[CH2:6][C@H:5]([NH:7]C(=O)OC(C)(C)C)[CH2:4]1)#[N:2].[C:15]([OH:21])([C:17]([F:20])([F:19])[F:18])=[O:16]>C(Cl)Cl>[F:18][C:17]([F:20])([F:19])[C:15]([OH:21])=[O:16].[NH2:7][C@H:5]1[CH2:6][C@H:3]([C:1]#[N:2])[CH2:4]1 |f:3.4|. Reported procedure: tert-Butyl (trans-3-cyanocyclobutyl)carbamate (0.061 g, 0.31 mmol) was stirred with TFA (2 mL) in DCM (4 mL) for 1 hour. The solvents were removed in vacuo and the residue was reconstituted in DCM and subjected to rotary evaporation an additional 2 times to rid of excess TFA in the product, which was used without further purification in Step 5. Starting materials: C[C@@]1([C@@H](O[C@@H]([C@H]1O)CO)N1C=NC=2C(N)=NC=NC12)O (2′-C-methyladenosine), BrN1C(CCC1=O)=O (N-bromosuccinimide). Solvent: CN(C)C=O (DMF). Run at time 2 day. Product: BrC=1N([C@H]2[C@](O)([C@H](O)[C@@H](CO)O2)C)C=2N=CN=C(C2N1)N (8-Bromo-2′-C-methyladenosine). The yield is 21.1%. Reaction SMILES: [CH3:1][C@@:2]1([OH:20])[C@H:6]([OH:7])[C@@H:5]([CH2:8][OH:9])[O:4][C@H:3]1[N:10]1[C:19]2[N:18]=[CH:17][N:16]=[C:14]([NH2:15])[C:13]=2[N:12]=[CH:11]1.[Br:21]N1C(=O)CCC1=O>CN(C=O)C>[Br:21][C:11]1[N:10]([C:19]2[N:18]=[CH:17][N:16]=[C:14]([NH2:15])[C:13]=2[N:12]=1)[C@@H:3]1[O:4][C@H:5]([CH2:8][OH:9])[C@@H:6]([OH:7])[C@@:2]1([CH3:1])[OH:20]. Procedure details: To a solution of 2′-C-methyladenosine [for preparation, see J. Med. Chem. 41: 1708 (1998)] (138 mg, 0.5 mmol) in DMF (4 mL) was added N-bromosuccinimide (231 mg, 1.35 mmol). The solution was stirred protected from light at rt for 2 d and then evaporated in vacuo. The crude product was purified on a silica gel column (3×9 cm) using dichloromethane/methanol (25/1, 20/1 and 15/1) as eluent. Fractions containing the product were pooled and evaporated in vacuo to give the desired product (38 mg) as a... Reactants: CC(C)OP(=O)OC(C)C (effective_coupling_partner), CC(C)(C)C(=O)Nc1ccc(OC(=O)C(C)(C)C)cc1 (substrate). The reagents and catalysts are dcype. Run at temperature 110 celsius, time 46 hour. Yields the product CC(C)OP(=O)(OC(C)C)c1ccc(NC(=O)C(C)(C)C)cc1. The reactants are CC(C(=O)C1=NN(C2=CC(=CC=C12)OC)CC(=O)O)(C)C ([3-(2,2-dimethylpropanoyl)-6-methoxy-1H-indazol-1-yl]acetic acid), C=1C=CC2=C(C1)N=NN2O (HOBt), C(CCC)NCCCC (dibutylamine), CCN(C(C)C)C(C)C (DIEA). Run in CN(C)C=O (DMF), C(CCl)Cl (EDC). Yields the product C(CCC)N(C(CN1N=C(C2=CC=C(C=C12)OC)C(C(C)(C)C)=O)=O)CCCC (N,N-Dibutyl-2-[3-(2,2-dimethylpropanoyl)-6-methoxy-1H-indazol-1-yl]acetamide). RXN SMILES: [CH3:1][C:2]([CH3:21])([CH3:20])[C:3]([C:5]1[C:13]2[C:8](=[CH:9][C:10]([O:14][CH3:15])=[CH:11][CH:12]=2)[N:7]([CH2:16][C:17]([OH:19])=O)[N:6]=1)=[O:4].C1C=CC2N(O)N=NC=2C=1.[CH2:32]([NH:36][CH2:37][CH2:38][CH2:39][CH3:40])[CH2:33][CH2:34][CH3:35].CCN(C(C)C)C(C)C>CN(C=O)C.C(Cl)CCl>[CH2:32]([N:36]([CH2:37][CH2:38][CH2:39][CH3:40])[C:17](=[O:19])[CH2:16][N:7]1[C:8]2[C:13](=[CH:12][CH:11]=[C:10]([O:14][CH3:15])[CH:9]=2)[C:5]([C:3](=[O:4])[C:2]([CH3:20])([CH3:1])[CH3:21])=[N:6]1)[CH2:33][CH2:34][CH3:35]. Reported procedure: To a solution of 28.3 mg [3-(2,2-dimethylpropanoyl)-6-methoxy-1H-indazol-1-yl]acetic acid from the Step E above in 1 mL DMF was added 23.0 mg HOBt, 19.4 mg dibutylamine, 38.3 mg EDC, and 45.2 mg DIEA in that order. The mixture was stirred at room temperature over night and purified by RP-HPLC using 65˜100% MeCN gradient. The pure product fractions were pooled and lyophilized to give the title compound as white solid. LC-MS: 4.33 min. (m/Z=402.3, 424.3). The reactants are O=C([O-])[O-], CCOC(=O)c1cnc(Nc2cc([N+](=O)[O-])ccc2C)nc1-c1cccnc1, CCO, [K+], [K+], O. Product: Cc1ccc([N+](=O)[O-])cc1Nc1nccc(-c2cccnc2)n1. Reaction SMILES: [C:29](=[O:30])([O-:31])[O-:32].[CH3:1][c:2]1[c:3]([NH:11][c:12]2[n:13][cH:14][c:15]([C:24]([O:25][CH2:26][CH3:27])=[O:28])[c:16](-[c:18]3[cH:19][n:20][cH:21][cH:22][cH:23]3)[n:17]2)[cH:4][c:5]([N+:8](=[O:9])[O-:10])[cH:6][cH:7]1.[CH3:36][CH2:37][OH:38].[K+:33].[K+:34].[OH2:35]>>[CH3:1][c:2]1[c:3]([NH:11][c:12]2[n:13][cH:14][cH:15][c:16](-[c:18]3[cH:19][n:20][cH:21][cH:22][cH:23]3)[n:17]2)[cH:4][c:5]([N+:8](=[O:9])[O-:10])[cH:6][cH:7]1. The reactants are BrCCCN1C(C=2C(C1=O)=CC=CC2)=O (N-(3-bromopropyl)-phthalimide), C([O-])([O-])=O.[K+].[K+] (potassium carbonate), [I-].[K+] (potassium iodide), OC=1C=C(C=CC1)C=1C2=CC=C(N2)C(=C2C=CC(C(=C3C=CC(=C(C=4C=CC1N4)C4=CC(=CC=C4)O)N3)C3=CC(=CC=C3)O)=N2)C2=CC(=CC=C2)O (5,10,15,20-tetrakis-(3-hydroxyphenyl)-porphyrin). The solvent is CN(C=O)C (N,N-dimethylformamide). Run at temperature 21 celsius. Yields the product C1(C=2C(C(N1CCCOC=1C=C(C=CC1)C=1C3=CC=C(N3)C(=C3C=CC(C(=C4C=CC(=C(C=5C=CC1N5)C5=CC(=CC=C5)OCCCN5C(C=1C(C5=O)=CC=CC1)=O)N4)C4=CC(=CC=C4)OCCCN4C(C=1C(C4=O)=CC=CC1)=O)=N3)C3=CC(=CC=C3)OCCCN3C(C=1C(C3=O)=CC=CC1)=O)=O)=CC=CC2)=O (5,10,15,20-Tetrakis-[3-(3-phthalimidopropyloxy)-phenyl]-porphyrin). RXN SMILES: [OH:1][C:2]1[CH:3]=[C:4]([C:8]2[C:9]3[NH:13][C:12]([C:14]([C:46]4[CH:51]=[CH:50][CH:49]=[C:48]([OH:52])[CH:47]=4)=[C:15]4[N:45]=[C:18]([C:19]([C:38]5[CH:43]=[CH:42][CH:41]=[C:40]([OH:44])[CH:39]=5)=[C:20]5[NH:37][C:23](=[C:24]([C:30]6[CH:35]=[CH:34][CH:33]=[C:32]([OH:36])[CH:31]=6)[C:25]6[CH:26]=[CH:27][C:28]=2[N:29]=6)[CH:22]=[CH:21]5)[CH:17]=[CH:16]4)=[CH:11][CH:10]=3)[CH:5]=[CH:6][CH:7]=1.[C:53](=[O:56])([O-])[O-].[K+].[K+].[I-].[K+].Br[CH2:62][CH2:63][CH2:64][N:65]1[C:69](=[O:70])[C:68]2=[CH:71][CH:72]=[CH:73][CH:74]=[C:67]2[C:66]1=[O:75]>CN(C)C=O>[C:53]1(=[O:56])[N:65]([CH2:64][CH2:63][CH2:62][O:52][C:48]2[CH:47]=[C:46]([C:14]3[C:12]4[NH:13][C:9]([C:8]([C:4]5[CH:5]=[CH:6][CH:7]=[C:2]([O:1][CH2:62][CH2:63][CH2:64][N:65]6[C:69](=[O:70])[C:68]7=[CH:71][CH:72]=[CH:73][CH:74]=[C:67]7[C:66]6=[O:75])[CH:3]=5)=[C:28]5[N:29]=[C:25]([C:24]([C:30]6[CH:35]=[CH:34][CH:33]=[C:32]([O:36][CH2:62][CH2:63][CH2:64][N:65]7[C:69](=[O:70])[C:68]8=[CH:71][CH:72]=[CH:73][CH:74]=[C:67]8[C:66]7=[O:75])[CH:31]=6)=[C:23]6[NH:37][C:20](=[C:19]([C:38]7[CH:43]=[CH:42][CH:41]=[C:40]([O:44][CH2:62][CH2:63][CH2:64][N:65]8[C:69](=[O:70])[C:68]9=[CH:71][CH:72]=[CH:73][CH:74]=[C:67]9[C:66]8=[O:75])[CH:39]=7)[C:18]7[CH:17]=[CH:16][C:15]=3[N:45]=7)[CH:21]=[CH:22]6)[CH:26]=[CH:27]5)=[CH:10][CH:11]=4)[CH:51]=[CH:50][CH:49]=2)[C:66](=[O:75])[C:67]2=[CH:68][CH:71]=[CH:72][CH:73]=[C:74]12 |f:1.2.3,4.5|. Reported procedure: 7.56 g (11.14 mmol) of 5,10,15,20-tetrakis-(3-hydroxyphenyl)-porphyrin [CARN 22112-79-4] is dissolved in 300 ml of anhydrous N,N-dimethylformamide and mixed with 30.79 g (222.8 mmol) of potassium carbonate and 7.40 g (44.55 mmol) of potassium iodide. 59.72 g (222.8 mmol) of N-(3-bromopropyl)-phthalimide is added to the suspension that is stirred under argon at 21° C. After 24 hours of stirring with exclusion of light, the suspension is filtered, the filtrate is largely concentrated by evaporatio...